This data is from the Open Reaction Database (ORD), a public repository of structured organic reaction records. The task is: describe an organic reaction: reactants, conditions, products, and yield Procedure details: The general method described in Step 6 of Example 15 was used to react N-methoxy-N-methyl-12-(2-propyl-1H-imidazo[4,5-c]quinolin-1-yl)dodecanamide (6.0 g, 13.3 mmol) with phenylmagnesium bromide (26.5 mmol, 26.5 mL of a 1 M solution in THF) to provide 1-phenyl-12-(2-propyl-1H-imidazo[4,5-c]quinolin-1-yl)dodecan-1-one (6.0 g). Reaction SMILES: CON(C)[C:4](=[O:32])[CH2:5][CH2:6][CH2:7][CH2:8][CH2:9][CH2:10][CH2:11][CH2:12][CH2:13][CH2:14][CH2:15][N:16]1[C:28]2[C:27]3[CH:26]=[CH:25][CH:24]=[CH:23][C:22]=3[N:21]=[CH:20][C:19]=2[N:18]=[C:17]1[CH2:29][CH2:30][CH3:31].[C:34]1([Mg]Br)[CH:39]=[CH:38][CH:37]=[CH:36][CH:35]=1>C1COCC1>[C:34]1([C:4](=[O:32])[CH2:5][CH2:6][CH2:7][CH2:8][CH2:9][CH2:10][CH2:11][CH2:12][CH2:13][CH2:14][CH2:15][N:16]2[C:28]3[C:27]4[CH:26]=[CH:25][CH:24]=[CH:23][C:22]=4[N:21]=[CH:20][C:19]=3[N:18]=[C:17]2[CH2:29][CH2:30][CH3:31])[CH:39]=[CH:38][CH:37]=[CH:36][CH:35]=1. The solvent is C1CCOC1 (THF). Starting materials: CON(C(CCCCCCCCCCCN1C(=NC=2C=NC=3C=CC=CC3C21)CCC)=O)C (N-methoxy-N-methyl-12-(2-propyl-1H-imidazo[4,5-c]quinolin-1-yl)dodecanamide), C1(=CC=CC=C1)[Mg]Br (phenylmagnesium bromide), solution. The product is C1(=CC=CC=C1)C(CCCCCCCCCCCN1C(=NC=2C=NC=3C=CC=CC3C21)CCC)=O (1-phenyl-12-(2-propyl-1H-imidazo[4,5-c]quinolin-1-yl)dodecan-1-one). Starting materials: ethereal solution, Cl (hydrochloric acid), OC[C@H]1N(CCC1)CC(C)N1C2=CC=CC=C2SC=2C=CC(=CC12)C(NCCC(C)C)=S (10-{1-[(2S)-2-hydroxymethyl-1-pyrrolidinyl]-2-propyl}-N-(3-methylbutyl)-2-phenothiazinecarbothioamide). Run in C(C)OCC (ethyl ether). Run at temperature 25 celsius, time 12 hour. Yields the product Cl.OC[C@H]1N(CCC1)CC(C)N1C2=CC=CC=C2SC=2C=CC(=CC12)C(NCCC(C)C)=S (10-{1-[(2S)-2-hydroxymethyl-1-pyrrolidinyl]-2-propyl}-N-(3-methylbutyl)-2-phenothiazinecarbothioamide hydrochloride). RXN SMILES: [ClH:1].[OH:2][CH2:3][C@@H:4]1[CH2:8][CH2:7][CH2:6][N:5]1[CH2:9][CH:10]([N:12]1[C:25]2[CH:24]=[C:23]([C:26](=[S:33])[NH:27][CH2:28][CH2:29][CH:30]([CH3:32])[CH3:31])[CH:22]=[CH:21][C:20]=2[S:19][C:18]2[C:13]1=[CH:14][CH:15]=[CH:16][CH:17]=2)[CH3:11]>C(OCC)C>[ClH:1].[OH:2][CH2:3][C@@H:4]1[CH2:8][CH2:7][CH2:6][N:5]1[CH2:9][CH:10]([N:12]1[C:25]2[CH:24]=[C:23]([C:26](=[S:33])[NH:27][CH2:28][CH2:29][CH:30]([CH3:32])[CH3:31])[CH:22]=[CH:21][C:20]=2[S:19][C:18]2[C:13]1=[CH:14][CH:15]=[CH:16][CH:17]=2)[CH3:11] |f:3.4|. Reported procedure: A 2.2N ethereal solution (0.41 cc) of hydrochloric acid is added to a solution of 10-{1-[(2S)-2-hydroxymethyl-1-pyrrolidinyl]-2-propyl}-N-(3-methylbutyl)-2-phenothiazinecarbothioamide, L series (0.42 g) in ethyl ether (40 cc). A gummy precipitate is deposited on the walls of the flask. The mixture is concentrated to dryness under reduced pressure (30 mm Hg; 4 kPa) at 40° C. The suspension is stirred for 12 hours at 25° C. in ethyl ether (50 cc). The precipitate is separated by filtration, washed... Reactants: CC(C)(C)S(=O)(=O)CC(Cc1ccccc1)C(=O)NC(Cc1cn(-c2ccc([N+](=O)[O-])cc2[N+](=O)[O-])cn1)C(=O)O, NC(CC1CCCCC1)C(O)C(O)C1CC1. The product is CC(C)(C)S(=O)(=O)CC(Cc1ccccc1)C(=O)NC(Cc1cn(-c2ccc([N+](=O)[O-])cc2[N+](=O)[O-])cn1)C(=O)NC(CC1CCCCC1)C(O)C(O)C1CC1. As a reaction SMILES: [C:1]([CH3:2])([CH3:3])([CH3:4])[S:5](=[O:6])(=[O:7])[CH2:8][CH:9]([C:10](=[O:11])[NH:12][CH:13]([CH2:14][c:15]1[cH:16][n:17](-[c:20]2[c:21]([N+:29](=[O:30])[O-:31])[cH:22][c:23]([N+:26](=[O:27])[O-:28])[cH:24][cH:25]2)[cH:18][n:19]1)[C:32](=[O:33])[OH:34])[CH2:35][c:36]1[cH:37][cH:38][cH:39][cH:40][cH:41]1.[NH2:42][CH:43]([CH:44]([CH:45]([OH:46])[CH:47]1[CH2:48][CH2:49]1)[OH:50])[CH2:51][CH:52]1[CH2:53][CH2:54][CH2:55][CH2:56][CH2:57]1>>[C:1]([CH3:2])([CH3:3])([CH3:4])[S:5](=[O:6])(=[O:7])[CH2:8][CH:9]([C:10](=[O:11])[NH:12][CH:13]([CH2:14][c:15]1[cH:16][n:17](-[c:20]2[c:21]([N+:29](=[O:30])[O-:31])[cH:22][c:23]([N+:26](=[O:27])[O-:28])[cH:24][cH:25]2)[cH:18][n:19]1)[C:32](=[O:33])[NH:42][CH:43]([CH:44]([CH:45]([OH:46])[CH:47]1[CH2:48][CH2:49]1)[OH:50])[CH2:51][CH:52]1[CH2:53][CH2:54][CH2:55][CH2:56][CH2:57]1)[CH2:35][c:36]1[cH:37][cH:38][cH:39][cH:40][cH:41]1. Reactants: COC(=O)Cc1ccc(NC(=O)Nc2ccccc2Cl)c(Br)c1, C1CCOC1, [Na+], [OH-]. The product is O=C(O)Cc1ccc(NC(=O)Nc2ccccc2Cl)c(Br)c1. RXN SMILES: [Br:1][c:2]1[cH:3][c:4]([CH2:19][C:20](=[O:21])[O:22][CH3:23])[cH:5][cH:6][c:7]1[NH:8][C:9](=[O:10])[NH:11][c:12]1[c:13]([Cl:18])[cH:14][cH:15][cH:16][cH:17]1.[CH2:26]1[O:27][CH2:28][CH2:29][CH2:30]1.[Na+:25].[OH-:24]>>[Br:1][c:2]1[cH:3][c:4]([CH2:19][C:20](=[O:21])[OH:22])[cH:5][cH:6][c:7]1[NH:8][C:9](=[O:10])[NH:11][c:12]1[c:13]([Cl:18])[cH:14][cH:15][cH:16][cH:17]1. The reactants are O=C1N[C@@H](CC1)COC=1C=NC=CC1 (3-((2-oxo-5-(S)-pyrrolidinyl)methoxy)pyridine), C(C=C)Br (allyl bromide), O=C1CC[C@H](N1)COC=1C=NC=CC1 (3-((5-oxo-2-(S)-pyrrolidinyl)methoxy)pyridine), [H-].[Na+] (NaH). Run in C1CCOC1 (THF). Reaction conditions: time 20 minute. Yields the product C(C=C)N1C(CC[C@H]1COC=1C=NC=CC1)=O (3-((1-allyl-2-oxo-5-(S)-pyrrolidinyl)methoxy)pyridine). RXN SMILES: [O:1]=[C:2]1[CH2:6][CH2:5][C@@H:4]([CH2:7][O:8][C:9]2[CH:10]=[N:11][CH:12]=[CH:13][CH:14]=2)[NH:3]1.[H-].[Na+].[CH2:17](Br)[CH:18]=[CH2:19]>C1COCC1>[CH2:19]([N:3]1[C@H:4]([CH2:7][O:8][C:9]2[CH:10]=[N:11][CH:12]=[CH:13][CH:14]=2)[CH2:5][CH2:6][C:2]1=[O:1])[CH:18]=[CH2:17] |f:1.2|. Procedure: To a solution of 3-((2-oxo-5-(S)-pyrrolidinyl)methoxy)pyridine, from Example 22a (450 mg, 2.34 mmol), in 10 mL of anhydrous THF at 0° C. was added NaH (80% dispersion, 186 mg, 2.68 mmol) was added, and the reaction mixture was stirred for 20 minutes at this temperature. The reaction was then warmed to room temperature, and allyl bromide (425 mg, 3.51 mmol) was added via syringe. After starting material was consumed, water was added to quench the reaction. The desired compound was extracted from ... The reactants are Cc1ccc(S(=O)(=O)OCC2Cc3cc(C)cc(-c4c(Cl)cccc4Cl)c3O2)cc1, CN, Cl. Product: CNCC1Cc2cc(C)cc(-c3c(Cl)cccc3Cl)c2O1. As a reaction SMILES: [CH3:2][c:3]1[cH:4][cH:5][c:6]([S:7]([O:8][CH2:13][CH:14]2[O:15][c:16]3[c:17]([cH:19][c:20]([CH3:31])[cH:21][c:22]3-[c:23]3[c:24]([Cl:30])[cH:25][cH:26][cH:27][c:28]3[Cl:29])[CH2:18]2)(=[O:9])=[O:10])[cH:11][cH:12]1.[CH3:32][NH2:33].[ClH:1]>>[CH2:13]([CH:14]1[O:15][c:16]2[c:17]([cH:19][c:20]([CH3:31])[cH:21][c:22]2-[c:23]2[c:24]([Cl:30])[cH:25][cH:26][cH:27][c:28]2[Cl:29])[CH2:18]1)[NH:33][CH3:32]. The reactants are CCCCC1CCNCC1, CC#N, O=c1sc2ccccc2n1CCCCCCCl, [K+], [K+], O=C([O-])[O-]. The product is CCCCC1CCN(CCCCCCn2c(=O)sc3ccccc32)CC1. RXN SMILES: [CH2:18]([CH2:19][CH2:20][CH3:21])[CH:22]1[CH2:23][CH2:24][NH:25][CH2:26][CH2:27]1.[CH3:34][C:35]#[N:36].[Cl:1][CH2:2][CH2:3][CH2:4][CH2:5][CH2:6][CH2:7][n:8]1[c:9](=[O:17])[s:10][c:11]2[c:12]1[cH:13][cH:14][cH:15][cH:16]2.[K+:28].[K+:29].[O-:30][C:31]([O-:32])=[O:33]>>[CH2:2]([CH2:3][CH2:4][CH2:5][CH2:6][CH2:7][n:8]1[c:9](=[O:17])[s:10][c:11]2[c:12]1[cH:13][cH:14][cH:15][cH:16]2)[N:25]1[CH2:24][CH2:23][CH:22]([CH2:18][CH2:19][CH2:20][CH3:21])[CH2:27][CH2:26]1.